Dataset: the Open Reaction Database (ORD), a public repository of structured organic reaction records. Task: describe an organic reaction: reactants, conditions, products, and yield Isolated yield 893.9%. Solvent: C(C)O (ethanol). Reported procedure: A suspension of 3-hydroxyphenylacetic acid (5.4 g) and para-toluensulfonic acid (650 mg) in 80 ml of ethanol is refluxed for 4 hours, then the solvent is evaporated off and the residue is dissolved in ethyl acetate and washed twice with a saturated aqueous solution of sodium hydrogencarbonate. The organic phase is dried over sodium sulfate and the solvent is evaporated off to give 6.08 g of the product as a yellow oil. Starting materials: OC=1C=C(C=CC1)CC(=O)O (3-hydroxyphenylacetic acid), C1(=CC=C(C=C1)S(=O)(=O)O)C (para-toluensulfonic acid). Yields the product OC=1C=C(C=CC1)CC(=O)OCC (Ethyl 3-Hydroxyphenylacetate). RXN SMILES: [OH:1][C:2]1[CH:3]=[C:4]([CH2:8][C:9]([OH:11])=[O:10])[CH:5]=[CH:6][CH:7]=1.[C:12]1(C)C=CC(S(O)(=O)=O)=C[CH:13]=1>C(O)C>[OH:1][C:2]1[CH:3]=[C:4]([CH2:8][C:9]([O:11][CH2:12][CH3:13])=[O:10])[CH:5]=[CH:6][CH:7]=1. Starting materials: CCOC(=O)c1ccc(C(C)CBr)cc1, c1ccc(CN2CCNCC2)cc1. Product: CCOC(=O)c1ccc(C(C)CN2CCN(Cc3ccccc3)CC2)cc1. RXN SMILES: [Br:14][CH2:15][CH:16]([CH3:17])[c:18]1[cH:19][cH:20][c:21]([C:22](=[O:23])[O:24][CH2:25][CH3:26])[cH:27][cH:28]1.[CH2:1]([c:2]1[cH:3][cH:4][cH:5][cH:6][cH:7]1)[N:8]1[CH2:9][CH2:10][NH:11][CH2:12][CH2:13]1>>[CH2:1]([c:2]1[cH:3][cH:4][cH:5][cH:6][cH:7]1)[N:8]1[CH2:9][CH2:10][N:11]([CH2:15][CH:16]([CH3:17])[c:18]2[cH:19][cH:20][c:21]([C:22](=[O:23])[O:24][CH2:25][CH3:26])[cH:27][cH:28]2)[CH2:12][CH2:13]1. Reactants: ClC1=NC=CC(=C1)OC1=CC2=C(N=C(S2)S(=O)C)C=C1 (6-(2-chloropyridin-4-yloxy)-2-(methylsulfinyl)benzo[d]thiazole), N[C@@H]1CN(CCC1)C(=O)OC(C)(C)C ((S)-tert-butyl 3-aminopiperidine-1-carboxylate), CCN(C(C)C)C(C)C (DIPEA). Solvent: CN1CCCC1=O (NMP). Run at temperature 95 celsius, time 5 day. Product: ClC1=NC=CC(=C1)OC1=CC2=C(N=C(S2)N[C@@H]2CN(CCC2)C(=O)OC(C)(C)C)C=C1 ((S)-tert-butyl 3-(6-(2-chloropyridin-4-yloxy)benzo[d]thiazol-2-ylamino)piperidine-1-carboxylate). Isolated yield 112.0%. RXN SMILES: [Cl:1][C:2]1[CH:7]=[C:6]([O:8][C:9]2[CH:20]=[CH:19][C:12]3[N:13]=[C:14](S(C)=O)[S:15][C:11]=3[CH:10]=2)[CH:5]=[CH:4][N:3]=1.[NH2:21][C@H:22]1[CH2:27][CH2:26][CH2:25][N:24]([C:28]([O:30][C:31]([CH3:34])([CH3:33])[CH3:32])=[O:29])[CH2:23]1.CCN(C(C)C)C(C)C>CN1C(=O)CCC1>[Cl:1][C:2]1[CH:7]=[C:6]([O:8][C:9]2[CH:20]=[CH:19][C:12]3[N:13]=[C:14]([NH:21][C@H:22]4[CH2:27][CH2:26][CH2:25][N:24]([C:28]([O:30][C:31]([CH3:34])([CH3:33])[CH3:32])=[O:29])[CH2:23]4)[S:15][C:11]=3[CH:10]=2)[CH:5]=[CH:4][N:3]=1. Reported procedure: To the solution of 6-(2-chloropyridin-4-yloxy)-2-(methylsulfinyl)benzo[d]thiazole (100 mg, 0.31 mmol) in 1.6 ml of NMP was added (S)-tert-butyl 3-aminopiperidine-1-carboxylate (200 mg, 1 mmol) and DIPEA (70 μL, 0.4 mmol). The reaction solution was stirred at 95° C. for 5 days. The crude reaction solution was purified on prep HPLC and evaporated in vacuo to give (S)-tert-butyl 3-(6-(2-chloropyridin-4-yloxy)benzo[d]thiazol-2-ylamino)piperidine-1-carboxylate (160 mg) as TFA salt. ES/MS m/z 461.1 (M... Starting materials: O[C@H](C)[C@@H]1[C@@H]2N(C(=C([C@@H]2C)OP(=O)(C2=CC=CC=C2)C2=CC=CC=C2)C(=O)OCC2=CC=C(C=C2)[N+](=O)[O-])C1=O (4-nitrobenzyl (1R,5R,6S)-6-[(1R)-1-hydroxyethyl]-1-methyl-2-(diphenylphosphoryloxy)-1-carbapen-2-em-3-carboxylate), OC(CC(=O)N1C[C@@H](CC1)NC(=O)OCC1=CC=C(C=C1)[N+](=O)[O-])[C@H]1N(C[C@H](C1)S)C(=O)OCC1=CC=C(C=C1)[N+](=O)[O-] ((2S,4S)-2-[1-hydroxy-2-[(3R)-3-(4-nitrobenzyloxycarbonylamino)pyrrolidin-1-ylcarbonyl]ethyl]-4-mercapto-1-(4-nitrobenzyloxycarbonyl)pyrrolidine). Product: O[C@H](C)[C@@H]1[C@@H]2N(C(=C([C@@H]2C)S[C@H]2C[C@H](N(C2)C(=O)OCC2=CC=C(C=C2)[N+](=O)[O-])C(CC(=O)N2C[C@@H](CC2)NC(=O)OCC2=CC=C(C=C2)[N+](=O)[O-])O)C(=O)OCC2=CC=C(C=C2)[N+](=O)[O-])C1=O (4-nitrobenzyl (1R,5S,6S)-6-[(1R)-1-hydroxyethyl]-2-[(2S,4S)-2-[1-hydroxy-2-[(3R)-3-(4-nitrobenzyloxycarbonylamino)pyrrolidin-1-ylcarbonyl]ethyl]-1-(4-nitrobenzyloxycarbonyl)pyrrolidin-4-ylthio]-1-methyl-1-carbapen-2-em-3-carboxylate). Isolated yield 97.5%. Reaction SMILES: [OH:1][C@@H:2]([C@H:4]1[C:39](=[O:40])[N:6]2[C:7]([C:26]([O:28][CH2:29][C:30]3[CH:35]=[CH:34][C:33]([N+:36]([O-:38])=[O:37])=[CH:32][CH:31]=3)=[O:27])=[C:8](OP(C3C=CC=CC=3)(C3C=CC=CC=3)=O)[C@H:9]([CH3:10])[C@H:5]12)[CH3:3].[OH:41][CH:42]([C@@H:65]1[CH2:69][C@H:68]([SH:70])[CH2:67][N:66]1[C:71]([O:73][CH2:74][C:75]1[CH:80]=[CH:79][C:78]([N+:81]([O-:83])=[O:82])=[CH:77][CH:76]=1)=[O:72])[CH2:43][C:44]([N:46]1[CH2:50][CH2:49][C@@H:48]([NH:51][C:52]([O:54][CH2:55][C:56]2[CH:61]=[CH:60][C:59]([N+:62]([O-:64])=[O:63])=[CH:58][CH:57]=2)=[O:53])[CH2:47]1)=[O:45]>>[OH:1][C@@H:2]([C@H:4]1[C:39](=[O:40])[N:6]2[C:7]([C:26]([O:28][CH2:29][C:30]3[CH:31]=[CH:32][C:33]([N+:36]([O-:38])=[O:37])=[CH:34][CH:35]=3)=[O:27])=[C:8]([S:70][C@@H:68]3[CH2:67][N:66]([C:71]([O:73][CH2:74][C:75]4[CH:76]=[CH:77][C:78]([N+:81]([O-:83])=[O:82])=[CH:79][CH:80]=4)=[O:72])[C@H:65]([CH:42]([OH:41])[CH2:43][C:44]([N:46]4[CH2:50][CH2:49][C@@H:48]([NH:51][C:52]([O:54][CH2:55][C:56]5[CH:57]=[CH:58][C:59]([N+:62]([O-:64])=[O:63])=[CH:60][CH:61]=5)=[O:53])[CH2:47]4)=[O:45])[CH2:69]3)[C@H:9]([CH3:10])[C@H:5]12)[CH3:3]. Procedure details: By using 4-nitrobenzyl (1R,5R,6S)-6-[(1R)-1-hydroxyethyl]-1-methyl-2-(diphenylphosphoryloxy)-1-carbapen-2-em-3-carboxylate (1.47 g) and (2S,4S)-2-[1-hydroxy-2-[(3R)-3-(4-nitrobenzyloxycarbonylamino)pyrrolidin-1-ylcarbonyl]ethyl]-4-mercapto-1-(4-nitrobenzyloxycarbonyl)pyrrolidine (1.454 g), reaction and purification were carried out in a similar manner to that described in Example 40-(1), whereby 4-nitrobenzyl (1R,5S,6S)-6-[(1R)-1-hydroxyethyl]-2-[(2S,4S)-2-[1-hydroxy-2-[(3R)-3-(4-nitrobenzyloxyc... Reactants: NC1=C(C=CC=C1)S (aminothiophenol), ClCC(OC)=N (methyl chloroacetimidate). Run in C(Cl)Cl (methylene chloride). Run at time 8 hour. The product is ClCC=1SC2=C(N1)C=CC=C2 (2-chloromethylbenzothiazole). Isolated yield 64.1%. Reaction SMILES: [NH2:1][C:2]1[CH:7]=[CH:6][CH:5]=[CH:4][C:3]=1[SH:8].[Cl:9][CH2:10][C:11](=N)OC>C(Cl)Cl>[Cl:9][CH2:10][C:11]1[S:8][C:3]2[CH:4]=[CH:5][CH:6]=[CH:7][C:2]=2[N:1]=1. Reported procedure: To a solution of aminothiophenol (8.3 g) in methylene chloride at 0° C. is added methyl chloroacetimidate hydrochloride1 (8.6 g). The reaction is allowed to warm to room temperature while stirring overnight. The mixture is washed with water three times; dried over magnesium sulfate and concentrated to an oil. The oil is distilled (120°-135° C. at 0.5 mm Hg) to give 7.8 g (71% yield) of product. The reactants are C(O)CN (ethanolamine), COC1=CC=C(C=C1)O (4-methoxyphenol), C(C(=C)C)(=O)Cl (methacryloyl chloride), C(C(=C)C)(=O)Cl (methacryloyl chloride), C(O)CN (ethanolamine). The solvent is C(C)#N (acetonitrile), C(C)#N (acetonitrile). Reaction conditions: time 1 hour. The product is OCCNC(C(=C)C)=O (N-(2-hydroxyethyl)methacrylamide). RXN SMILES: [CH2:1]([CH2:3][NH2:4])[OH:2].COC1C=CC(O)=CC=1.[C:14](Cl)(=[O:18])[C:15]([CH3:17])=[CH2:16]>C(#N)C>[OH:2][CH2:1][CH2:3][NH:4][C:14](=[O:18])[C:15]([CH3:17])=[CH2:16]. Procedure details: To a 500 mL, four-neck round bottom flask equipped with a mechanical stirrer, a thermometer, a 200 mL dropping funnel, and a nitrogen inlet/outlet, 48.8 g of ethanolamine (0.8 moles), 80 mg of 4-methoxyphenol and 100 mL of acetonitrile were added. The mixture was cooled below 0° C. with an ice/water salt bath. To this solution, 41.8 g of freshly distilled methacryloyl chloride (0.4 mole) in 100 mL of acetonitrile was added through the dropping funnel. The addition rate was controlled so that the... Reactants: ClC1=CC=C2C=C(C(=C(C2=C1)C1=CC=C(C=C1)Cl)C(C(=O)OCC)=O)C (ethyl 2-(7-chloro-1-(4-chlorophenyl)-3-methyl-naphthalen-2-yl)-2-oxoacetate), [BH4-].[Na+] (NaBH4), [NH4+].[Cl-] (NH4Cl). Solvent: CCO (EtOH), C(Cl)Cl (DCM), O (H2O). Conditions: time 1 hour. Product: ClC1=CC=C2C=C(C(=C(C2=C1)C1=CC=C(C=C1)Cl)C(C(=O)OCC)O)C (ethyl 2-(7-chloro-1-(4-chlorophenyl)-3-methylnaphthalen-2-yl)-2-hydroxyacetate). Isolated yield 107.4%. RXN SMILES: [Cl:1][C:2]1[CH:11]=[C:10]2[C:5]([CH:6]=[C:7]([CH3:26])[C:8]([C:19](=[O:25])[C:20]([O:22][CH2:23][CH3:24])=[O:21])=[C:9]2[C:12]2[CH:17]=[CH:16][C:15]([Cl:18])=[CH:14][CH:13]=2)=[CH:4][CH:3]=1.[BH4-].[Na+].[NH4+].[Cl-]>CCO.C(Cl)Cl.O>[Cl:1][C:2]1[CH:11]=[C:10]2[C:5]([CH:6]=[C:7]([CH3:26])[C:8]([CH:19]([OH:25])[C:20]([O:22][CH2:23][CH3:24])=[O:21])=[C:9]2[C:12]2[CH:13]=[CH:14][C:15]([Cl:18])=[CH:16][CH:17]=2)=[CH:4][CH:3]=1 |f:1.2,3.4|. Procedure: A solution of ethyl 2-(7-chloro-1-(4-chlorophenyl)-3-methyl-naphthalen-2-yl)-2-oxoacetate (26 mg, 67 μmol) in EtOH (absolute, 1.0 mL) and DCM (1.0 mL) was treated with NaBH4 (5.1 mg, 0.134 mmol) at 23° C. After 1 h, saturated NH4Cl (1.0 mL) was added. The reaction was stirred overnight, then diluted with H2O (10 mL). The mixture was extracted with DCM (3×), and the combined organics dried (Na2SO4), filtered, and concentrated, giving the title compound (28 mg, >99% yield). 1H-NMR: (400 MHz, CDCl3...